From a dataset of the Open Reaction Database (ORD), a public repository of structured organic reaction records. describe an organic reaction: reactants, conditions, products, and yield Starting materials: ClC1=NC2=C(C=CC=C2C(=N1)N1C(C2=C(C=CC=C2CC1)C)C)OC (2-Chloro-8-Methoxy-4-(1,8-Dimethyl-1,2,3,4-Tetrahydroisoquinoline-2-Yl)Quinazoline), FC1=CC=C(N)C=C1 (4-fluoroaniline). The solvent is CN(C=O)C (dimethylformamide). Product: Cl.FC1=CC=C(C=C1)NC1=NC2=C(C=CC=C2C(=N1)N1C(C2=C(C=CC=C2CC1)C)C)OC (2-(4-Fluorophenylamino)-8-Methoxy-4-(1,8-Dimethyl-1,2,3,4-Tetrahydroisoquinoline-2-Yl)Quinazoline Hydrochloride). Isolated yield 49.0%. As a reaction SMILES: [Cl:1][C:2]1[N:11]=[C:10]([N:12]2[CH2:21][CH2:20][C:19]3[C:14](=[C:15]([CH3:22])[CH:16]=[CH:17][CH:18]=3)[CH:13]2[CH3:23])[C:9]2[C:4](=[C:5]([O:24][CH3:25])[CH:6]=[CH:7][CH:8]=2)[N:3]=1.[F:26][C:27]1[CH:33]=[CH:32][C:30]([NH2:31])=[CH:29][CH:28]=1>CN(C)C=O>[ClH:1].[F:26][C:27]1[CH:33]=[CH:32][C:30]([NH:31][C:2]2[N:11]=[C:10]([N:12]3[CH2:21][CH2:20][C:19]4[C:14](=[C:15]([CH3:22])[CH:16]=[CH:17][CH:18]=4)[CH:13]3[CH3:23])[C:9]3[C:4](=[C:5]([O:24][CH3:25])[CH:6]=[CH:7][CH:8]=3)[N:3]=2)=[CH:29][CH:28]=1 |f:3.4|. Reported procedure: In accordance with the same procedures as in Example 18, except that to a mixture of 3.3 g of the compound(9 mM) prepared in Example 14 and 15 ml of dimethylformamide, 1.9 ml of 4-fluoroaniline(20 mM) was added, 1.14 g of the title compound was prepared. The reactants are Cl (hydrochloric acid), N1=CC(=CC=C1)COC=1C=CC2=C(C=C(CCS2(=O)=O)C(=O)OC)C1 (methyl 7-(3-pyridylmethoxy)-1,1-dioxo-2,3-dihydro-1-benzothiepine-4-carboxylate), C([O-])([O-])=O.[K+].[K+] (potassium carbonate), C([O-])([O-])=O.[K+].[K+] (potassium carbonate). Solvent: C1CCOC1.CO (THF methanol). Reaction conditions: temperature 60 celsius, time 19 hour. Product: CC1S(C2=C(C=C(C1)C(=O)O)C=C(C=C2)OCC=2C=NC=CC2)(=O)=O (methyl 7-(3-pyridylmethoxy)-1,1-dioxo-2,3-dihydro-1-benzothiepine-4-carboxylic acid). The yield is 75.8%. Reaction SMILES: [N:1]1[CH:6]=[CH:5][CH:4]=[C:3]([CH2:7][O:8][C:9]2[CH:10]=[CH:11][C:12]3[S:18](=[O:20])(=[O:19])[CH2:17][CH2:16][C:15]([C:21]([O:23]C)=[O:22])=[CH:14][C:13]=3[CH:25]=2)[CH:2]=1.[C:26](=O)([O-])[O-].[K+].[K+].Cl>C1COCC1.CO>[CH3:26][CH:17]1[CH2:16][C:15]([C:21]([OH:23])=[O:22])=[CH:14][C:13]2[CH:25]=[C:9]([O:8][CH2:7][C:3]3[CH:2]=[N:1][CH:6]=[CH:5][CH:4]=3)[CH:10]=[CH:11][C:12]=2[S:18]1(=[O:20])=[O:19] |f:1.2.3,5.6|. Procedure: Into a suspension of methyl 7-(3-pyridylmethoxy)-1,1-dioxo-2,3-dihydro-1-benzothiepine-4-carboxylate (650 mg) in THF/methanol (6/3 ml) was added at room temperature an aqueous solution (1.4 ml) of potassium carbonate (415 mg), and the resulting mixture was stirred at 60° C. for 19 hours. Into this reaction mixture was added further an aqueous solution (0.7 ml) of potassium carbonate (207 mg), and the resulting mixture was stirred further at 60° C. for 3 days. After cooling to room temperature, 1... Starting materials: COC(=O)N[C@H](C(=O)N1[C@@H]2CC[C@H]([C@H]1C=1NC(=CN1)C1=CC=C(C=C1)C=1C=C3C=CC4=C(NC(=N4)[C@H]4N(CCC4)C([C@H](C(C)C)NC(OC)=O)=O)C3=CC1)C2)[C@@H](C)OC (methyl (S)-1-((S)-2-(7-(4-(2-((1R,3S,4S)-2-((2S,3R)-2-methoxycarbonylamino-3-methoxybutanoyl)-2-azabicyclo[2.2.1]heptan-3-yl)-1H-imidazol-5-yl)phenyl)-1H-naphtho[1,2-d]imidazol-2-yl)pyrrolidin-1-yl)-3-methyl-1-oxobutan-2-ylcarbamate), CO[C@@H]([C@@H](C(=O)O)NC(=O)OC)C ((2S,3R)-3-methoxy-2-(methoxycarbonylamino)butanoic acid). The product is COC(=O)N[C@H](C(=O)N1[C@@H]2CC[C@H]([C@H]1C=1NC(=CN1)C1=CC=C(C=C1)C=1C=C3C=CC4=C(NC(=N4)[C@H]4N(CCC4)C([C@H](C(C)C)NC(OC)=O)=O)C3=CC1)C2)C(C)C (Methyl (S)-1-((S)-2-(7-(4-(2-((1R,3S,4S)-2-((S)-2-methoxycarbonylamino-3-methylbutanoyl)-2-azabicyclo[2.2.1]heptan-3-yl)-1H-imidazol-5-yl)phenyl)-1H-naphtho[1,2-d]imidazol-2-yl)pyrrolidin-1-yl)-3-methyl-1-oxobutan-2-ylcarbamate). Reaction SMILES: [CH3:1][O:2][C:3]([NH:5][C@@H:6]([C@H:56](OC)[CH3:57])[C:7]([N:9]1[C@H:14]([C:15]2[NH:16][C:17]([C:20]3[CH:25]=[CH:24][C:23]([C:26]4[CH:27]=[C:28]5[C:52](=[CH:53][CH:54]=4)[C:32]4[NH:33][C:34]([C@@H:36]6[CH2:40][CH2:39][CH2:38][N:37]6[C:41](=[O:51])[C@@H:42]([NH:46][C:47](=[O:50])[O:48][CH3:49])[CH:43]([CH3:45])[CH3:44])=[N:35][C:31]=4[CH:30]=[CH:29]5)=[CH:22][CH:21]=3)=[CH:18][N:19]=2)[C@@H:13]2[CH2:55][C@H:10]1[CH2:11][CH2:12]2)=[O:8])=[O:4].[CH3:60]O[C@H](C)[C@H](NC(OC)=O)C(O)=O>>[CH3:1][O:2][C:3]([NH:5][C@@H:6]([CH:56]([CH3:57])[CH3:60])[C:7]([N:9]1[C@H:14]([C:15]2[NH:16][C:17]([C:20]3[CH:21]=[CH:22][C:23]([C:26]4[CH:27]=[C:28]5[C:52](=[CH:53][CH:54]=4)[C:32]4[NH:33][C:34]([C@@H:36]6[CH2:40][CH2:39][CH2:38][N:37]6[C:41](=[O:51])[C@@H:42]([NH:46][C:47](=[O:50])[O:48][CH3:49])[CH:43]([CH3:44])[CH3:45])=[N:35][C:31]=4[CH:30]=[CH:29]5)=[CH:24][CH:25]=3)=[CH:18][N:19]=2)[C@@H:13]2[CH2:55][C@H:10]1[CH2:11][CH2:12]2)=[O:8])=[O:4]. Reported procedure: Title compound was prepared by methods analogous to those described for methyl (S)-1-((S)-2-(7-(4-(2-((1R,3S,4S)-2-((2S,3R)-2-methoxycarbonylamino-3-methoxybutanoyl)-2-azabicyclo[2.2.1]heptan-3-yl)-1H-imidazol-5-yl)phenyl)-1H-naphtho[1,2-d]imidazol-2-yl)pyrrolidin-1-yl)-3-methyl-1-oxobutan-2-ylcarbamate, substituting (S)-2-(methoxycarbonylamino)-3-methylbutanoic acid for (2S,3R)-3-methoxy-2-(methoxycarbonylamino)butanoic acid. (ESI) m/z 789 [M+H]+. Reactants: N[C@@H](CC1=CC=C(C=C1)O)C(=O)O (Tyr), N[C@@H](C)C(=O)O (Ala), N[C@@H](CC(C)C)C(=O)O (Leu), N[C@@H](CCCNC(N)=N)C(=O)O (Arg). The product is C=1C=CC2=C(C1)C(=CN2)C[C@@H](C(=O)O)NC(=O)[C@H](CC=3C=CC(=CC3)O)N.N[C@@H](CC(C)C)C(=O)N[C@@H](CCCNC(N)=N)C(=O)N[C@@H](CC1=CNC2=CC=CC=C12)C(=O)O (Tyr-trp Leu-Arg-Trp). As a reaction SMILES: [NH2:1][C@H:2]([C:11]([OH:13])=O)[CH2:3][C:4]1[CH:9]=[CH:8][C:7]([OH:10])=[CH:6][CH:5]=1.[NH2:14][C@H:15]([C:20]([OH:22])=[O:21])[CH2:16][CH:17]([CH3:19])[CH3:18].[NH2:23][C@H:24]([C:32]([OH:34])=O)[CH2:25][CH2:26][CH2:27][NH:28][C:29](=[NH:31])[NH2:30].[NH2:35][C@H:36]([C:38]([OH:40])=[O:39])[CH3:37]>>[CH:24]1[CH:25]=[CH:26][C:27]2[NH:28][CH:19]=[C:17]([CH2:16][C@H:15]([NH:14][C:11]([C@@H:2]([NH2:1])[CH2:3][C:4]3[CH:5]=[CH:6][C:7]([OH:10])=[CH:8][CH:9]=3)=[O:13])[C:20]([OH:22])=[O:21])[C:18]=2[CH:32]=1.[NH2:14][C@H:15]([C:20]([NH:23][C@H:24]([C:32]([NH:35][C@H:36]([C:38]([OH:40])=[O:39])[CH2:37][C:3]1[C:4]2[C:5](=[CH:6][CH:7]=[CH:8][CH:9]=2)[NH:1][CH:2]=1)=[O:34])[CH2:25][CH2:26][CH2:27][NH:28][C:29](=[NH:31])[NH2:30])=[O:21])[CH2:16][CH:17]([CH3:19])[CH3:18] |f:4.5|. Procedure details: AAA: Tyr 0.97(1); Leu 0.95(1); Arg 1.03(1); Ala 1.04(1). The reactants are O=S([O-])c1ccccc1Br, CC(=O)O, ClCCl, [K], C[N+](=O)[O-], N#C[Fe-3](C#N)(C#N)(C#N)(C#N)C#N, NC(N)=O, [Na+], [Na+], [Na+], [Na+], [OH-], O, O=S(=O)([O-])OOS(=O)(=O)[O-]. The product is O=[N+]([O-])CS(=O)(=O)c1ccccc1Br. Reaction SMILES: [Br:7][c:8]1[c:9]([S:14](=[O:15])[O-:16])[cH:10][cH:11][cH:12][cH:13]1.[CH3:49][C:50](=[O:51])[OH:52].[Cl:53][CH2:54][Cl:55].[K:35].[N+:1](=[O:2])([O-:3])[CH3:4].[N:36]#[C:37][Fe-3:38]([C:39]#[N:40])([C:41]#[N:42])([C:43]#[N:44])([C:45]#[N:46])[C:47]#[N:48].[NH2:30][C:31](=[O:32])[NH2:33].[Na+:17].[Na+:28].[Na+:29].[Na+:6].[OH-:5].[OH2:34].[S:18]([O:19][O:20][S:21]([O-:22])(=[O:23])=[O:24])([O-:25])(=[O:26])=[O:27]>>[N+:1](=[O:2])([O-:3])[CH2:4][S:14]([c:9]1[c:8]([Br:7])[cH:13][cH:12][cH:11][cH:10]1)(=[O:15])=[O:16]. Reactants: ClC1=CC=C(C=C1)C1=NC2=C(N1C(CO)C1CCCCC1)C=C(C(=C2)F)F (2-[2-(4-chloro-phenyl)-5,6-difluoro-benzoimidazol-1-yl]-2-cyclohexyl-ethanol), BrC1=CC=CC(=N1)C(=O)OCC (ethyl 6-bromo-2-pyridinecarboxylate), yellow foam. Run in CCCCCCC.C(C)(=O)OCC (n-heptane ethyl acetate). Product: C(C)OC(=O)C1=NC(=CC=C1)OCC(C1CCCCC1)N1C(=NC2=C1C=C(C(=C2)F)F)C2=CC=C(C=C2)Cl (6-{2-[2-(4-Chloro-phenyl)-5,6-difluoro-benzoimidazol-1-yl]-2-cyclohexyl-ethoxy}-pyridine-2-carboxylic acid ethyl ester). Reaction SMILES: [Cl:1][C:2]1[CH:7]=[CH:6][C:5]([C:8]2[N:12]([CH:13]([CH:16]3[CH2:21][CH2:20][CH2:19][CH2:18][CH2:17]3)[CH2:14][OH:15])[C:11]3[CH:22]=[C:23]([F:27])[C:24]([F:26])=[CH:25][C:10]=3[N:9]=2)=[CH:4][CH:3]=1.Br[C:29]1[N:34]=[C:33]([C:35]([O:37][CH2:38][CH3:39])=[O:36])[CH:32]=[CH:31][CH:30]=1>CCCCCCC.C(OCC)(=O)C>[CH2:38]([O:37][C:35]([C:33]1[CH:32]=[CH:31][CH:30]=[C:29]([O:15][CH2:14][CH:13]([N:12]2[C:11]3[CH:22]=[C:23]([F:27])[C:24]([F:26])=[CH:25][C:10]=3[N:9]=[C:8]2[C:5]2[CH:6]=[CH:7][C:2]([Cl:1])=[CH:3][CH:4]=2)[CH:16]2[CH2:17][CH2:18][CH2:19][CH2:20][CH2:21]2)[N:34]=1)=[O:36])[CH3:39] |f:2.3|. Procedure: The title compound was prepared in analogy to Example 26, intermediate, from 2-[2-(4-chloro-phenyl)-5,6-difluoro-benzoimidazol-1-yl]-2-cyclohexyl-ethanol (Ex. 1, int. c) and ethyl 6-bromo-2-pyridinecarboxylate (commercially available) using a gradient of n-heptane:ethyl acetate (100:0 to 60:40). Light yellow foam (89%). MS (Turbo Spray): m/z=540.2 [M+H]. The solvent is CN(C)C=O (DMF). Procedure: Compound 7 was prepared according to the procedure described in Example 2 using 2-chloro-1-[(S)-4-(4-chloro-2-fluoro-5-methoxy-phenyl)-2-methyl-piperazin-1-yl]-ethanone (6), 6-chloro-3H-benzooxazol-2-one and K2CO3 in DMF: HPLC retention time, 2.87 minutes (Agilent Zorbax SB-C18, 2.1×50 mm, 5μ, 35° C.) using 1 ml/min flow rate, a 2.5 minute gradient of 20% to 100% B with a 1.1 minute wash at 100% B (A, 0.1% formic acid/5% acetonitrile/94.9% water, B, 0.1% formic acid/5% water/94.9% acetonitrile);... The product is ClC1=CC2=C(N(C(O2)=O)CC(=O)N2[C@H](CN(CC2)C2=C(C=C(C(=C2)OC)Cl)F)C)C=C1 (6-Chloro-3-{2-[(S)-4-(4-chloro-2-fluoro-5-methoxy-phenyl)-2-methyl-piperazin-1-yl]-2-oxo-ethyl}-3H-benzooxazol-2-one). The reactants are ClCC(=O)N1[C@H](CN(CC1)C1=C(C=C(C(=C1)OC)Cl)F)C (2-chloro-1-[(S)-4-(4-chloro-2-fluoro-5-methoxy-phenyl)-2-methyl-piperazin-1-yl]-ethanone), ClC1=CC2=C(NC(O2)=O)C=C1 (6-chloro-3H-benzooxazol-2-one), C(=O)([O-])[O-].[K+].[K+] (K2CO3). RXN SMILES: Cl[CH2:2][C:3]([N:5]1[CH2:10][CH2:9][N:8]([C:11]2[CH:16]=[C:15]([O:17][CH3:18])[C:14]([Cl:19])=[CH:13][C:12]=2[F:20])[CH2:7][C@@H:6]1[CH3:21])=[O:4].[Cl:22][C:23]1[CH:32]=[CH:31][C:26]2[NH:27][C:28](=[O:30])[O:29][C:25]=2[CH:24]=1.C([O-])([O-])=O.[K+].[K+]>CN(C=O)C>[Cl:22][C:23]1[CH:32]=[CH:31][C:26]2[N:27]([CH2:2][C:3]([N:5]3[CH2:10][CH2:9][N:8]([C:11]4[CH:16]=[C:15]([O:17][CH3:18])[C:14]([Cl:19])=[CH:13][C:12]=4[F:20])[CH2:7][C@@H:6]3[CH3:21])=[O:4])[C:28](=[O:30])[O:29][C:25]=2[CH:24]=1 |f:2.3.4|. Starting materials: ClCCl, CCCCC(Sc1ccc(Cl)cc1)c1cc(F)ccc1F, O=C(OO)c1cccc(Cl)c1. The product is CCCCC(c1cc(F)ccc1F)S(=O)c1ccc(Cl)cc1. As a reaction SMILES: [CH2:33]([Cl:34])[Cl:35].[Cl:12][c:13]1[cH:14][cH:15][c:16]([S:19][CH:20]([CH2:21][CH2:22][CH2:23][CH3:24])[c:25]2[c:26]([F:32])[cH:27][cH:28][c:29]([F:31])[cH:30]2)[cH:17][cH:18]1.[OH:1][O:2][C:3]([c:4]1[cH:5][c:6]([Cl:7])[cH:8][cH:9][cH:10]1)=[O:11]>>[O:1]=[S:19]([c:16]1[cH:15][cH:14][c:13]([Cl:12])[cH:18][cH:17]1)[CH:20]([CH2:21][CH2:22][CH2:23][CH3:24])[c:25]1[c:26]([F:32])[cH:27][cH:28][c:29]([F:31])[cH:30]1. The reactants are COCCOCCOCCOC1=CC=C(C=C1)[N+](=O)[O-] (1-(2-(2-(2-Methoxyethoxy)ethoxy)ethoxy)-4-nitrobenzene). Reagents/catalysts: [Pd] (Pd/C). Solvent: CCO (EtOH). Run at time 16 hour. The product is COCCOCCOCCOC1=CC=C(N)C=C1 (4-(2-(2-(2-Methoxyethoxy)ethoxy)ethoxy)aniline). Isolated yield 99.9%. RXN SMILES: [CH3:1][O:2][CH2:3][CH2:4][O:5][CH2:6][CH2:7][O:8][CH2:9][CH2:10][O:11][C:12]1[CH:17]=[CH:16][C:15]([N+:18]([O-])=O)=[CH:14][CH:13]=1>CCO.[Pd]>[CH3:1][O:2][CH2:3][CH2:4][O:5][CH2:6][CH2:7][O:8][CH2:9][CH2:10][O:11][C:12]1[CH:13]=[CH:14][C:15]([NH2:18])=[CH:16][CH:17]=1. Procedure: To a stirred solution of 17 (1.39 g, 4.86 mmol) in acidic EtOH (5 mL) in a Parr apparatus was added a catalytic amount of 20% Pd/C (0.05 g). The reaction vessel was purged with H2 then pressurized to 70 psi. After stirring for 16 h the reaction mixture was filtered through a 4 cm pad of celite and concentrated under reduced pressure to afford 18 as a brown oil (1.24 g, 100%): 1H NMR (300 MHz, CDCl3) δ 6.75 (d, J=8.8 Hz, 2H), 6.62 (d, J=8.8 Hz, 2H), 4.11-3.99 (m, 2H), 3.87-3.78 (m, 2H), 3.76-3.51... Reactants: Cl (hydrochloric acid), C(C)OC(CNC1=NN=NN1C1=CC=CC=C1)OCC ((1-phenyl-1H-tetrazol-5-yl)aminoacetaldehyde diethyl acetal), Cl.OC=1C=C(CCN)C=CC1O (3,4-dihydroxyphenethylamine hydrochloride), C(C)O (ethanol). Solvent: O (water). Product: Cl.C1(=CC=CC=C1)N1N=NN=C1NCC1NCCC2=CC(=C(C=C12)O)O (1-(1-phenyl-1H-tetrazol-5-yl)aminomethyl-6,7-dihydroxy-1,2,3,4-tetrahydroisoquinoline hydrochloride). Yield: 59.7%. Reaction SMILES: C(O[CH:4](OCC)[CH2:5][NH:6][C:7]1[N:11]([C:12]2[CH:17]=[CH:16][CH:15]=[CH:14][CH:13]=2)[N:10]=[N:9][N:8]=1)C.[ClH:21].[OH:22][C:23]1[CH:24]=[C:25]([CH:29]=[CH:30][C:31]=1[OH:32])[CH2:26][CH2:27][NH2:28].C(O)C.Cl>O>[ClH:21].[C:12]1([N:11]2[C:7]([NH:6][CH2:5][CH:4]3[C:29]4[C:25](=[CH:24][C:23]([OH:22])=[C:31]([OH:32])[CH:30]=4)[CH2:26][CH2:27][NH:28]3)=[N:8][N:9]=[N:10]2)[CH:13]=[CH:14][CH:15]=[CH:16][CH:17]=1 |f:1.2,6.7|. Reported procedure: (1-phenyl-1H-tetrazol-5-yl)aminoacetaldehyde diethyl acetal (11 g.) and 3,4-dihydroxyphenethylamine hydrochloride (5.0 g.) were added to a mixture of ethanol (55 ml.) and water (20 ml.), and dissolved with heating and stirring. Conc. hydrochloric acid (6.0 g.) was added thereto and the mixture was refluxed for 8 hours. The reaction mixture was allowed to stand and the precipitated crystals were collected by filtration to give 1-(1-phenyl-1H-tetrazol-5-yl)aminomethyl-6,7-dihydroxy-1,2,3,4-tetrahy...